From a dataset of the Open Reaction Database (ORD), a public repository of structured organic reaction records. describe an organic reaction: reactants, conditions, products, and yield Reactants: CO, Cl, Nc1nc(NC2CCCCC2)nc2c1nc(Br)n2Cc1ccccc1. The product is Nc1nc(NC2CCCCC2)nc2c1nc(O)n2Cc1ccccc1. RXN SMILES: [CH3:26][OH:27].[ClH:28].[NH2:1][c:2]1[c:3]2[n:4][c:5]([Br:25])[n:6]([CH2:18][c:19]3[cH:20][cH:21][cH:22][cH:23][cH:24]3)[c:7]2[n:8][c:9]([NH:11][CH:12]2[CH2:13][CH2:14][CH2:15][CH2:16][CH2:17]2)[n:10]1>>[NH2:1][c:2]1[c:3]2[n:4][c:5]([OH:27])[n:6]([CH2:18][c:19]3[cH:20][cH:21][cH:22][cH:23][cH:24]3)[c:7]2[n:8][c:9]([NH:11][CH:12]2[CH2:13][CH2:14][CH2:15][CH2:16][CH2:17]2)[n:10]1.